From a dataset of the Open Reaction Database (ORD), a public repository of structured organic reaction records. describe an organic reaction: reactants, conditions, products, and yield The reactants are CCOC(=O)c1cccc2cccc(Br)c12, Cc1ccccc1, C=C[Sn](CCCC)(CCCC)CCCC, [F-], [K+], [Pd], c1ccc(P(c2ccccc2)c2ccccc2)cc1, c1ccc(P(c2ccccc2)c2ccccc2)cc1, c1ccc(P(c2ccccc2)c2ccccc2)cc1, c1ccc(P(c2ccccc2)c2ccccc2)cc1. The product is C=Cc1cccc2cccc(C(=O)OCC)c12. Reaction SMILES: [CH2:1]([CH3:2])[O:3][C:4](=[O:5])[c:6]1[cH:7][cH:8][cH:9][c:10]2[cH:11][cH:12][cH:13][c:14]([Br:16])[c:15]12.[CH3:34][c:35]1[cH:36][cH:37][cH:38][cH:39][cH:40]1.[CH:17](=[CH2:18])[Sn:19]([CH2:20][CH2:21][CH2:22][CH3:23])([CH2:24][CH2:25][CH2:26][CH3:27])[CH2:28][CH2:29][CH2:30][CH3:31].[F-:32].[K+:33].[Pd:41].[c:42]1([P:43]([c:44]2[cH:45][cH:46][cH:47][cH:48][cH:49]2)[c:50]2[cH:51][cH:52][cH:53][cH:54][cH:55]2)[cH:56][cH:57][cH:58][cH:59][cH:60]1.[c:61]1([P:62]([c:63]2[cH:64][cH:65][cH:66][cH:67][cH:68]2)[c:69]2[cH:70][cH:71][cH:72][cH:73][cH:74]2)[cH:75][cH:76][cH:77][cH:78][cH:79]1.[c:80]1([P:81]([c:82]2[cH:83][cH:84][cH:85][cH:86][cH:87]2)[c:88]2[cH:89][cH:90][cH:91][cH:92][cH:93]2)[cH:94][cH:95][cH:96][cH:97][cH:98]1.[c:99]1([P:100]([c:101]2[cH:102][cH:103][cH:104][cH:105][cH:106]2)[c:107]2[cH:108][cH:109][cH:110][cH:111][cH:112]2)[cH:113][cH:114][cH:115][cH:116][cH:117]1>>[CH2:1]([CH3:2])[O:3][C:4](=[O:5])[c:6]1[cH:7][cH:8][cH:9][c:10]2[cH:11][cH:12][cH:13][c:14]([CH:17]=[CH2:18])[c:15]12.